Dataset: the Open Reaction Database (ORD), a public repository of structured organic reaction records. Task: describe an organic reaction: reactants, conditions, products, and yield The reactants are C(=S)(Cl)Cl (Thiophosgene), O (water), C(OC)COC (dimethoxyethane), ClC1=CC=CC(=N1)OC1=CC=C(C=C1)N (4-((6-Chloro-2-pyridinyl)oxy)benzenamine), amine, C(OC)COC (dimethoxyethane), C(=S)(Cl)Cl (thiophosgene), amine. The solvent is CCCCCC (hexane). Yields the product ClC1=CC=CC(=N1)OC1=CC=C(C=C1)N=C=S (4-((6-chloro-2-pyridinyl)oxy)phenyl isothiocyanate). As a reaction SMILES: [C:1](Cl)(Cl)=[S:2].O.C(COC)OC.[Cl:12][C:13]1[N:18]=[C:17]([O:19][C:20]2[CH:25]=[CH:24][C:23]([NH2:26])=[CH:22][CH:21]=2)[CH:16]=[CH:15][CH:14]=1>CCCCCC>[Cl:12][C:13]1[N:18]=[C:17]([O:19][C:20]2[CH:25]=[CH:24][C:23]([N:26]=[C:1]=[S:2])=[CH:22][CH:21]=2)[CH:16]=[CH:15][CH:14]=1. Procedure details: Thiophosgene (10.5 grams; 0.091 mole) was added to an agitated solution of water (170 ml.) and dimethoxyethane (25 ml.) 4-((6-Chloro-2-pyridinyl)oxy)benzenamine (20 grams; 0.0906 mole) was added in small portions (the dimethoxyethane aids in suspending the amine in the aqueous thiosphosgene solution) to the stirred thiophosgene solution over a 20 minute period. The reactive temperature during the addition was 25°-30° C. Following the addition of the amine reactant, the reaction mixture was filte... The reactants are CNCC1=CC(=CC=C1)O (N-methyl-3-hydroxybenzylamine), CN.CO (methylamine methanol), C(C)N(C\C=C\C#CC(C)(C)OC)CC1=CC(=CC=C1)O ((E)-N-ethyl-N-(6-methoxy-6-methyl-2-hepten-4-ynyl)-3-hydroxybenzylamine), BrCC=CC#CC(C)(C)OC (1-bromo-6-methoxy-6-methyl-2-hepten-4-yne), C(CC)N (propylamine), CC(C#C/C=C/CN(CC)CC1=CC(=CC=C1)O)(C)C ((E)-N-(6,6-dimethyl-2-hepten-4-ynyl)-N-ethyl-3-hydroxybenzylamine), CC(C#C/C=C/CN(CCC)CC1=CC(=CC=C1)O)(C)C ((E)-N-(6,6-dimethyl-2-hepten-4-ynyl)-N-propyl-3-hydroxybenzylamine), C(C)N (ethylamine). The solvent is CO (methanol). Product: CC(C#C/C=C/CN(C)CC1=CC(=CC=C1)O)(C)C ((E)-N-(6,6-dimethyl-2-hepten-4-ynyl)-N-methyl-3-hydroxybenzylamine). Reaction SMILES: CNCC1C=CC=C(O)C=1.[CH3:11][C:12]([CH3:30])([CH3:29])[C:13]#[C:14]/[CH:15]=[CH:16]/[CH2:17][N:18]([CH2:21][C:22]1[CH:27]=[CH:26][CH:25]=[C:24]([OH:28])[CH:23]=1)[CH2:19]C.CC(C)(C)C#C/C=C/CN(CC1C=CC=C(O)C=1)CCC.C(N(CC1C=CC=C(O)C=1)C/C=C/C#CC(OC)(C)C)C.CN.CO.C(N)C.C(N)CC.BrCC=CC#CC(OC)(C)C>CO>[CH3:11][C:12]([CH3:30])([CH3:29])[C:13]#[C:14]/[CH:15]=[CH:16]/[CH2:17][N:18]([CH2:21][C:22]1[CH:27]=[CH:26][CH:25]=[C:24]([OH:28])[CH:23]=1)[CH3:19] |f:4.5|. Procedure details: The 3-hydroxybenzylamine derivatives used in Examples 26 to 48, such as (E)-N-(6,6-dimethyl-2-hepten-4-ynyl)-N-ethyl-3-hydroxybenzylamine, (E)-N-(6,6-dimethyl-2-hepten-4-ynyl)-N-propyl-3-hydroxybenzylamine or (E)-N-ethyl-N-(6-methoxy-6-methyl-2-hepten-4-ynyl)-3-hydroxybenzylamine, were obtained by performing the same reaction as in Referential Example 26 except that in place of the starting methylamine-methanol solution, a methanol solution of ethylamine or propylamine was used and as required, ...